This data is from the Open Reaction Database (ORD), a public repository of structured organic reaction records. The task is: describe an organic reaction: reactants, conditions, products, and yield Reactants: O=C[C@H](O)[C@@H](O)[C@@H](O)[C@H](O)CO (D-galactose), C1(CCCCC1)CN (cyclohexylmethylamine), ClCCN=C=O (2-chloroethyl isocyanate). Product: ClCCNC(=O)N(C1[C@H](O)[C@@H](O)[C@@H](O)[C@H](O1)CO)CC1CCCCC1 (1-(2-chloroethyl)-3-cyclohexylmethyl-3-(D-galactopyranosyl)urea). The yield is 61.8%. RXN SMILES: O=[CH:2][C@@H:3]([C@H:5]([C@H:7]([C@@H:9]([CH2:11][OH:12])[OH:10])[OH:8])[OH:6])[OH:4].[CH:13]1([CH2:19][NH2:20])[CH2:18][CH2:17][CH2:16][CH2:15][CH2:14]1.[Cl:21][CH2:22][CH2:23][N:24]=[C:25]=[O:26]>>[Cl:21][CH2:22][CH2:23][NH:24][C:25]([N:20]([CH2:19][CH:13]1[CH2:18][CH2:17][CH2:16][CH2:15][CH2:14]1)[CH:2]1[O:10][C@H:9]([CH2:11][OH:12])[C@H:7]([OH:8])[C@H:5]([OH:6])[C@H:3]1[OH:4])=[O:26]. Procedure: 3.6 g of D-galactose, 4.5 g of cyclohexylmethylamine and 2.5 g of 2-chloroethyl isocyanate are treated in the same manner as described in Example 23-(1). 4.7 g of 1-(2-chloroethyl)-3-cyclohexylmethyl-3-(D-galactopyranosyl)urea are thereby obtained as colorless caramel. Reactants: BrC1=C(C=CC(=C1)C#N)NC=C(C(=O)OCC)C(=O)OCC (diethyl 2-((2-bromo-4-cyanophenylamino)methylene)malonate). Solvent: C1(=CC=CC=C1)OC1=CC=CC=C1 (diphenyl ether). The product is BrC=1C=C(C=C2C(=C(C=NC12)C(=O)OCC)O)C#N (ethyl 8-bromo-6-cyano-4-hydroxyquinoline-3-carboxylate). Isolated yield 130.3%. RXN SMILES: [Br:1][C:2]1[CH:7]=[C:6]([C:8]#[N:9])[CH:5]=[CH:4][C:3]=1[NH:10][CH:11]=[C:12]([C:18]([O:20]CC)=O)[C:13]([O:15][CH2:16][CH3:17])=[O:14]>C1(OC2C=CC=CC=2)C=CC=CC=1>[Br:1][C:2]1[CH:7]=[C:6]([C:8]#[N:9])[CH:5]=[C:4]2[C:3]=1[N:10]=[CH:11][C:12]([C:13]([O:15][CH2:16][CH3:17])=[O:14])=[C:18]2[OH:20]. Procedure details: 100 mL of diphenyl ether was heated to reflux followed by addition of 5.00 g (13.6 mmol) diethyl 2-((2-bromo-4-cyanophenylamino)methylene)malonate in portions in 30 minutes. The resulting brown solution was reflux for another hour and then cooled down to room temperature. The precipitate was collected and washed with hexanes (15 mL×3) to give 5.69 g of a light brown solid as the desired product. MS ESI (m/z) 321 (M+1)+. The reactants are [Cl-].[NH4+] (ammonium chloride), C[C@H](CCCN1C(=O)N(C=2N=CN(C2C1=O)C)C)CCC=C(C)C (1-(4-(S)-Methyl-8-methylnon-7-enyl)-3,7-dimethylxanthine), C=O (paraformaldehyde), [Mg] (magnesium), II (iodine), C(C[C@@H](C)CCC=C(C)C)Br ((S)-citronellyl bromide). The solvent is O1CCCC1 (tetrahydrofuran), O1CCCC1 (tetrahydrofuran), O1CCCC1 (tetrahydrofuran). Conditions: time 30 minute. Product: C[C@H](CCCO)CCC=C(C)C (4-(S)-methyl-8-methylnon-7-enyl alcohol). The yield is 84.0%. RXN SMILES: [CH3:1][C@@H:2]([CH2:19][CH2:20][CH:21]=[C:22]([CH3:24])[CH3:23])[CH2:3][CH2:4][CH2:5]N1C(=O)C2N(C)C=NC=2N(C)C1=O.[Mg].II.C(Br)C[C@H](CCC=C(C)C)C.C=[O:40].[Cl-].[NH4+]>O1CCCC1>[CH3:1][C@@H:2]([CH2:19][CH2:20][CH:21]=[C:22]([CH3:24])[CH3:23])[CH2:3][CH2:4][CH2:5][OH:40] |f:5.6|. Procedure: This example illustrates the synthesis of 1-(4-(S)-Methyl-8-methylnon-7-enyl)-3,7-dimethylxanthine (CT2536S). To a suspension of magnesium (2.74 g, 140 mmol) and a crystal of iodine in tetrahydrofuran (15 ml) was added (S)-citronellyl bromide (5.0 g, 22.8 mmol) in tetrahydrofuran (10 ml) over 30 min and the reaction stirred for a further 30 min after the addition was complete. The solution was added via a canula over 5 min to a suspension of paraformaldehyde (1.80 g, 60.0 mmol) in tetrahydrofura... Reactants: OC(=O)C(F)(F)F.N1CC(C1)NC(CNC1=NN(C2=CC=C(C=C12)C(C(F)(F)F)(OC)F)C)=O (N-azetidin-3-yl-2-[1-methyl-5-(1,2,2,2-tetrafluoro-1-methoxy-ethyl)-1H-indazol-3-ylamino]-acetamide TFA salt), OC1(CCC(CC1)=O)C=1C=NC(=CC1)C (4-hydroxy-4-(6-methyl-pyridin-3-yl)-cyclohexanone). The product is OC1(CCC(CC1)N1CC(C1)NC(CNC1=NN(C2=CC=C(C=C12)C(C(F)(F)F)(OC)F)C)=O)C=1C=NC(=CC1)C (N-{1-[4-Hydroxy-4-(6-methyl-pyridin-3-yl)-cyclohexyl]-azetidin-3-yl}-2-[1-methyl-5-(1,2,2,2-tetrafluoro-1-methoxy-ethyl)-1H-indazol-3-ylamino]-acetamide). RXN SMILES: OC(C(F)(F)F)=O.[NH:8]1[CH2:11][CH:10]([NH:12][C:13](=[O:34])[CH2:14][NH:15][C:16]2[C:24]3[C:19](=[CH:20][CH:21]=[C:22]([C:25]([F:32])([O:30][CH3:31])[C:26]([F:29])([F:28])[F:27])[CH:23]=3)[N:18]([CH3:33])[N:17]=2)[CH2:9]1.[OH:35][C:36]1([C:43]2[CH:44]=[N:45][C:46]([CH3:49])=[CH:47][CH:48]=2)[CH2:41][CH2:40][C:39](=O)[CH2:38][CH2:37]1>>[OH:35][C:36]1([C:43]2[CH:44]=[N:45][C:46]([CH3:49])=[CH:47][CH:48]=2)[CH2:37][CH2:38][CH:39]([N:8]2[CH2:9][CH:10]([NH:12][C:13](=[O:34])[CH2:14][NH:15][C:16]3[C:24]4[C:19](=[CH:20][CH:21]=[C:22]([C:25]([F:32])([O:30][CH3:31])[C:26]([F:29])([F:27])[F:28])[CH:23]=4)[N:18]([CH3:33])[N:17]=3)[CH2:11]2)[CH2:40][CH2:41]1 |f:0.1|. Procedure details: The title compound was prepared as a white solid from reaction of a N-azetidin-3-yl-2-[1-methyl-5-(1,2,2,2-tetrafluoro-1-methoxy-ethyl)-1H-indazol-3-ylamino]-acetamide TFA salt and 4-hydroxy-4-(6-methyl-pyridin-3-yl)-cyclohexanone using the procedure described in Step E of Example 1.